Dataset: the Open Reaction Database (ORD), a public repository of structured organic reaction records. Task: describe an organic reaction: reactants, conditions, products, and yield The reactants are CCOC(=O)COCCCC(=O)OCc1ccccc1, C1CCOC1. Yields the product CCOC(=O)COCCCC(=O)O. As a reaction SMILES: [CH2:1]([CH3:2])[O:3][C:4](=[O:5])[CH2:6][O:7][CH2:8][CH2:9][CH2:10][C:11](=[O:12])[O:13][CH2:14][c:15]1[cH:16][cH:17][cH:18][cH:19][cH:20]1.[O:21]1[CH2:22][CH2:23][CH2:24][CH2:25]1>>[CH2:1]([CH3:2])[O:3][C:4](=[O:5])[CH2:6][O:7][CH2:8][CH2:9][CH2:10][C:11](=[O:12])[OH:13].